Dataset: the Open Reaction Database (ORD), a public repository of structured organic reaction records. Task: describe an organic reaction: reactants, conditions, products, and yield Reported procedure: N-(2-chloro-5-pyridylmethyl)ethylenediamine (2.0 g) and methyl 2-nitrodithioacetate (1.7 g) were dissolved in methanol (40 ml), and the solution was heated at 50° C. for 1 hour in a stream of nitrogen. The solution was cooled to room temperature whereupon crystals were precipitated. The crystals were collected by filtration, washed with a small amount of methanol, and then dried to give the desired N-(2-chloro-5-pyridylmethyl)-N'-(1-mercapto-2-nitrovinyl)ethylenediamine (1.2 g) having a melting ... Reaction SMILES: [Cl:1][C:2]1[CH:7]=[CH:6][C:5]([CH2:8][NH:9][CH2:10][CH2:11][NH2:12])=[CH:4][N:3]=1.[N+:13]([CH2:16][C:17](SC)=[S:18])([O-:15])=[O:14]>CO>[Cl:1][C:2]1[CH:7]=[CH:6][C:5]([CH2:8][NH:9][CH2:10][CH2:11][NH:12][C:17]([SH:18])=[CH:16][N+:13]([O-:15])=[O:14])=[CH:4][N:3]=1. The reactants are ClC1=NC=C(C=C1)CNCCN (N-(2-chloro-5-pyridylmethyl)ethylenediamine), [N+](=O)([O-])CC(=S)SC (methyl 2-nitrodithioacetate). Run in CO (methanol). Conditions: temperature 50 celsius. The product is ClC1=NC=C(C=C1)CNCCNC(=C[N+](=O)[O-])S (N-(2-chloro-5-pyridylmethyl)-N'-(1-mercapto-2-nitrovinyl)ethylenediamine). Yield: 38.6%. The reactants are CC(NC(=O)C(NC(=O)OC(C)(C)C)C(C)C)c1cc2cc([N+](=O)[O-])ccc2o1, Cl, C1CCOC1. The product is Cl, CC(NC(=O)C(N)C(C)C)c1cc2cc([N+](=O)[O-])ccc2o1. As a reaction SMILES: [C:1]([O:2][C:3](=[O:4])[NH:8][CH:9]([CH:10]([CH3:11])[CH3:12])[C:13](=[O:14])[NH:15][CH:16]([CH3:17])[c:18]1[o:19][c:20]2[c:21]([cH:22]1)[cH:23][c:24]([N+:27](=[O:28])[O-:29])[cH:25][cH:26]2)([CH3:5])([CH3:6])[CH3:7].[ClH:30].[O:31]1[CH2:32][CH2:33][CH2:34][CH2:35]1>>[ClH:30].[NH2:8][CH:9]([CH:10]([CH3:11])[CH3:12])[C:13](=[O:14])[NH:15][CH:16]([CH3:17])[c:18]1[o:19][c:20]2[c:21]([cH:22]1)[cH:23][c:24]([N+:27](=[O:28])[O-:29])[cH:25][cH:26]2. Reactants: C(C1=CC=CC=C1)OC(=O)NC1=CN=C(N(C1=O)CC(=O)O)C=1SC=CC1 ([5-benzyloxycarbonylamino-6-oxo-2-(2-thienyl)-1,6-dihydro-1-pyrimidinyl]acetic acid), NC(C(C(F)(F)F)O)CC1=CC=CC=C1 (3-amino-1,1,1-trifluoro-4-phenyl-2-butanol), CCN=C=NCCCN(C)C.Cl (WSCI hydrochloride), C=1C=CC2=C(C1)N=NN2O (HOBT). Run in CN(C)C=O (DMF). Product: C(C1=CC=CC=C1)OC(=O)NC1=CN=C(N(C1=O)CC(=O)NC(C(C(F)(F)F)O)CC1=CC=CC=C1)C=1SC=CC1 (2-[5-Benzyloxycarbonylamino-6-oxo-2-(2-thienyl)-1,6-dihydro-1-pyrimidyl]-N-(1-benzyl-3,3,3-trifluoro-2-hydroxypropyl)acetamide), C(C1=CC=CC=C1)OC(=O)NC1=CN=C(N(C1=O)CC(=O)NC(C(C(F)(F)F)=O)CC1=CC=CC=C1)C=1SC=CC1 (2-[5-benzyloxycarbonylamino-6-oxo-2-(2-thienyl)-1,6-dihydro-1-pyrimidyl]-N-(1-benzyl-3,3,3-trifluoro-2-oxopropyl)-acetamide), target compound. Yield: 94.0%. Reaction SMILES: [CH2:1]([O:8][C:9]([NH:11][C:12]1[C:17](=[O:18])[N:16]([CH2:19][C:20](O)=[O:21])[C:15]([C:23]2[S:24][CH:25]=[CH:26][CH:27]=2)=[N:14][CH:13]=1)=[O:10])[C:2]1[CH:7]=[CH:6][CH:5]=[CH:4][CH:3]=1.[NH2:28][CH:29]([CH2:36][C:37]1[CH:42]=[CH:41][CH:40]=[CH:39][CH:38]=1)[CH:30]([OH:35])[C:31]([F:34])([F:33])[F:32].CCN=C=NCCCN(C)C.Cl.C1C=CC2N(O)N=NC=2C=1>CN(C=O)C>[CH2:1]([O:8][C:9]([NH:11][C:12]1[C:17](=[O:18])[N:16]([CH2:19][C:20]([NH:28][CH:29]([CH2:36][C:37]2[CH:42]=[CH:41][CH:40]=[CH:39][CH:38]=2)[CH:30]([OH:35])[C:31]([F:32])([F:33])[F:34])=[O:21])[C:15]([C:23]2[S:24][CH:25]=[CH:26][CH:27]=2)=[N:14][CH:13]=1)=[O:10])[C:2]1[CH:3]=[CH:4][CH:5]=[CH:6][CH:7]=1.[CH2:1]([O:8][C:9]([NH:11][C:12]1[C:17](=[O:18])[N:16]([CH2:19][C:20]([NH:28][CH:29]([CH2:36][C:37]2[CH:42]=[CH:41][CH:40]=[CH:39][CH:38]=2)[C:30](=[O:35])[C:31]([F:33])([F:34])[F:32])=[O:21])[C:15]([C:23]2[S:24][CH:25]=[CH:26][CH:27]=2)=[N:14][CH:13]=1)=[O:10])[C:2]1[CH:3]=[CH:4][CH:5]=[CH:6][CH:7]=1 |f:2.3|. Procedure details: 2-[5-Benzyloxycarbonylamino-6-oxo-2-(2-thienyl)-1,6-dihydro-1-pyrimidyl]-N-(1-benzyl-3,3,3-trifluoro-2-hydroxypropyl)acetamide was synthesized in the same manner as in Example 1. That is, [5-benzyloxycarbonylamino-6-oxo-2-(2-thienyl)-1,6-dihydro-1-pyrimidinyl]acetic acid (title compound in Reference Example 19, 2.00 g, 4.84 mmol) was treated with 3-amino-1,1,1-trifluoro-4-phenyl-2-butanol (title compound in Reference Example 1, 1.11 g, 5.06 mmol), WSCI hydrochloride (1.11 g, 5.79 mmol) and HOBT ... Starting materials: CCCC[SnH](CCCC)CCCC, [C-]#[N+]C1(C(C)(C)O)C(=O)N2C1CCOC2(C)C, CC(C)(C#N)N=NC(C)(C)C#N, c1ccccc1. The product is CC(C)(O)C1C(=O)N2C1CCOC2(C)C. As a reaction SMILES: [CH2:18]([SnH:19]([CH2:20][CH2:21][CH2:22][CH3:23])[CH2:24][CH2:25][CH2:26][CH3:27])[CH2:28][CH2:29][CH3:30].[CH3:1][C:2]1([CH3:17])[N:3]2[C:4](=[O:16])[C:5]([N+:10]#[C-:11])([C:12]([CH3:13])([CH3:14])[OH:15])[CH:6]2[CH2:7][CH2:8][O:9]1.[N:31]#[C:32][C:33]([N:34]=[N:35][C:36]([C:37]#[N:38])([CH3:39])[CH3:40])([CH3:41])[CH3:42].[cH:43]1[cH:44][cH:45][cH:46][cH:47][cH:48]1>>[CH3:1][C:2]1([CH3:17])[N:3]2[C:4](=[O:16])[CH:5]([C:12]([CH3:13])([CH3:14])[OH:15])[CH:6]2[CH2:7][CH2:8][O:9]1. The reactants are C=C(COC(=O)CCCCCBr)COC(=O)NCCCCCCCCCCCCCCCCCC, CN(C)C, CCO. Yields the product [Br-], C=C(COC(=O)CCCCC[N+](C)(C)C)COC(=O)NCCCCCCCCCCCCCCCCCC. RXN SMILES: [CH2:1]([CH2:2][CH2:3][CH2:4][CH2:5][CH2:6][CH2:7][CH2:8][CH2:9][CH2:10][CH2:11][CH2:12][CH2:13][CH2:14][CH2:15][CH2:16][CH2:17][CH3:18])[NH:19][C:20](=[O:21])[O:22][CH2:23][C:24]([CH2:25][O:26][C:27]([CH2:28][CH2:29][CH2:30][CH2:31][CH2:32][Br:33])=[O:34])=[CH2:35].[CH3:36][N:37]([CH3:38])[CH3:39].[CH3:40][CH2:41][OH:42]>>[Br-:33].[CH2:1]([CH2:2][CH2:3][CH2:4][CH2:5][CH2:6][CH2:7][CH2:8][CH2:9][CH2:10][CH2:11][CH2:12][CH2:13][CH2:14][CH2:15][CH2:16][CH2:17][CH3:18])[NH:19][C:20](=[O:21])[O:22][CH2:23][C:24]([CH2:25][O:26][C:27]([CH2:28][CH2:29][CH2:30][CH2:31][CH2:32][N+:37]([CH3:36])([CH3:38])[CH3:39])=[O:34])=[CH2:35]. The reactants are ClC1=CC=C(C(C[N+](=O)[O-])C2C(CCCCCC2)=O)C=C1 (rac-(2S*)-2-[4-chloro-α-(nitromethyl)benzyl]cyclooctanone), [H-].[Al+3].[Li+].[H-].[H-].[H-] (lithium aluminium hydride). Run in O1CCCC1 (tetrahydrofuran), O1CCCC1 (tetrahydrofuran). The product is NC[C@@H](C1=CC=C(C=C1)Cl)C1C(CCCCCC1)O (rac-(2S*)-2-[(R*)-α-(aminomethyl)-4-chlorobenzyl]cyclooctanol). Reaction SMILES: [Cl:1][C:2]1[CH:21]=[CH:20][C:5]([CH:6]([CH:11]2[CH2:18][CH2:17][CH2:16][CH2:15][CH2:14][CH2:13][C:12]2=[O:19])[CH2:7][N+:8]([O-])=O)=[CH:4][CH:3]=1.[H-].[Al+3].[Li+].[H-].[H-].[H-]>O1CCCC1>[NH2:8][CH2:7][C@H:6]([CH:11]1[CH2:18][CH2:17][CH2:16][CH2:15][CH2:14][CH2:13][CH:12]1[OH:19])[C:5]1[CH:4]=[CH:3][C:2]([Cl:1])=[CH:21][CH:20]=1 |f:1.2.3.4.5.6|. Procedure details: A solution of 7.4 g (23.9 mmol) of rac-(2S*)-2-[4-chloro-α-(nitromethyl)benzyl]cyclooctanone in 100 ml of dry tetrahydrofuran is added dropwise at 40° while stirring to a suspension of 2.3 g (59.7 mmol) of lithium aluminium hydride in 75 ml of dry tetrahydrofuran under argon and the mixture is stirred under reflux temperature overnight. The mixture is cooled, excess lithium aluminium hydride is destroyed with tetrahydrofuran/water (1:1), the separated precipitate is filtered off under suction wh... The reactants are ClC1=C(C(=O)O)C=C(C=C1)[N+](=O)[O-] (2-chloro-5-nitrobenzoic acid), C[O-].[Na+] (sodium methoxide). Solvent: CO (methanol). Product: COC1=C(C(=O)O)C=C(C=C1)[N+](=O)[O-] (2-methoxy-5-nitrobenzoic acid). Yield: 90.6%. Reaction SMILES: Cl[C:2]1[CH:10]=[CH:9][C:8]([N+:11]([O-:13])=[O:12])=[CH:7][C:3]=1[C:4]([OH:6])=[O:5].[CH3:14][O-:15].[Na+]>CO>[CH3:14][O:15][C:2]1[CH:10]=[CH:9][C:8]([N+:11]([O-:13])=[O:12])=[CH:7][C:3]=1[C:4]([OH:6])=[O:5] |f:1.2|. Reported procedure: To a solution of 2-chloro-5-nitrobenzoic acid (3.0 g, 0.14 mol) in methanol (500 mL) was added sodium methoxide (28.1 g, 0.520 mol). The reaction mass was refluxed for 15 h. Excess of solvent was removed under vacuum and the reaction mass was diluted with water and acidified with dilute HCl to obtain solid which was filtered off to afford 25.0 g of desired product. 1H NMR (300 MHz, DMSO d6): δ 3.96 (s, 3H), 7.36 (d, J=9.3 Hz, 1H), 8.37 (d, J=9.0 Hz, 1H), 8.45 (s, 1H), 13.32 (br s, 1H)); MS (m/z)... Reactants: [OH-].[Na+] (Sodium hydroxide), Cl (hydrogen chloride), C(C)OC(CC(=O)[C@H]1C[C@@H](N(CC1)C(=O)OC)CC1=CC=C(C=C1)OC(F)(F)F)=O (Trans-methyl 4-(3-ethoxy-3-oxopropanoyl)-2-(4-(trifluoromethoxy)benzyl)piperidine-1-carboxylate), NO (Hydroxylamine). Run in O (water), CO (MeOH). Run at temperature -40 celsius, time 20 minute. Product: O=C1NOC(=C1)[C@H]1C[C@@H](N(CC1)C(=O)OC)CC1=CC=C(C=C1)OC(F)(F)F (trans-methyl 4-(3-oxo-2,3-dihydroisoxazol-5-yl)-2-(4-(trifluoromethoxy)benzyl)piperidine-1-carboxylate). Yield: 95.9%. As a reaction SMILES: C([O:3][C:4](=O)[CH2:5][C:6]([C@@H:8]1[CH2:13][CH2:12][N:11]([C:14]([O:16][CH3:17])=[O:15])[C@@H:10]([CH2:18][C:19]2[CH:24]=[CH:23][C:22]([O:25][C:26]([F:29])([F:28])[F:27])=[CH:21][CH:20]=2)[CH2:9]1)=[O:7])C.[OH-].[Na+].[NH2:33]O.Cl>CO.O>[O:3]=[C:4]1[CH:5]=[C:6]([C@@H:8]2[CH2:13][CH2:12][N:11]([C:14]([O:16][CH3:17])=[O:15])[C@@H:10]([CH2:18][C:19]3[CH:24]=[CH:23][C:22]([O:25][C:26]([F:29])([F:28])[F:27])=[CH:21][CH:20]=3)[CH2:9]2)[O:7][NH:33]1 |f:1.2|. Procedure details: Trans-methyl 4-(3-ethoxy-3-oxopropanoyl)-2-(4-(trifluoromethoxy)benzyl)piperidine-1-carboxylate (679 mg, 1.57 mmol) (from example 113, step 1) was dissolved in MeOH (10 mL) and cooled to −40° C. under nitrogen. Sodium hydroxide (0.463 mL, 1.57 mmol) dissolved in water (1.000 mL) was added during 10 min and the yellow solution continued to stir at −40° C. for 20 min. Hydroxylamine (50% by weight in water, 0.096 mL, 1.57 mmol) was added during 8 min. The resulting solution was stirred at −40° C. f...